From a dataset of the Open Reaction Database (ORD), a public repository of structured organic reaction records. describe an organic reaction: reactants, conditions, products, and yield Reactants: ClC1=C(C=CC2=C1COC(N2)=O)O (5-chloro-6-hydroxy-4H-3,1-benzoxazin-2-one), CC1=CC=C(C=C1)SCCCCCl (4-(4-methyl-phenylmercapto)-butylchloride). Product: ClC1=C(C=CC2=C1COC(N2)=O)OCCCCSC2=CC=C(C=C2)C (5-Chloro-6-[4-(4-methyl-phenylmercapto)-butoxy]-4H-3,1-benzoxazin-2-one). Reaction SMILES: [Cl:1][C:2]1[C:7]2[CH2:8][O:9][C:10](=[O:12])[NH:11][C:6]=2[CH:5]=[CH:4][C:3]=1[OH:13].[CH3:14][C:15]1[CH:20]=[CH:19][C:18]([S:21][CH2:22][CH2:23][CH2:24][CH2:25]Cl)=[CH:17][CH:16]=1>>[Cl:1][C:2]1[C:7]2[CH2:8][O:9][C:10](=[O:12])[NH:11][C:6]=2[CH:5]=[CH:4][C:3]=1[O:13][CH2:25][CH2:24][CH2:23][CH2:22][S:21][C:18]1[CH:17]=[CH:16][C:15]([CH3:14])=[CH:20][CH:19]=1. Reported procedure: Prepared analogously to Example 4 from 5-chloro-6-hydroxy-4H-3,1-benzoxazin-2-one and 4-(4-methyl-phenylmercapto)-butylchloride.